From a dataset of the Open Reaction Database (ORD), a public repository of structured organic reaction records. describe an organic reaction: reactants, conditions, products, and yield Starting materials: ClC1=C(C=O)C=CC(=C1)Cl (2,4-dichlorobenzaldehyde), compound B7, [Br-].C(=O)(O)CCCCCCCCC[P+](C1=CC=CC=C1)(C1=CC=CC=C1)C1=CC=CC=C1 ((9-carboxynonyl)triphenylphosphonium bromide). Yields the product 10Z, ClC1=C(C=CC(=C1)Cl)C=CCCCCCCCCC(=O)O (11-(2,4-dichlorophenyl)undec-10-enoic acid). Yield: 61.2%. Reaction SMILES: [Br-].[C:2]([CH2:5][CH2:6][CH2:7][CH2:8][CH2:9][CH2:10][CH2:11][CH2:12][CH2:13][P+](C1C=CC=CC=1)(C1C=CC=CC=1)C1C=CC=CC=1)([OH:4])=[O:3].[Cl:33][C:34]1[CH:41]=[C:40]([Cl:42])[CH:39]=[CH:38][C:35]=1[CH:36]=O>>[Cl:33][C:34]1[CH:41]=[C:40]([Cl:42])[CH:39]=[CH:38][C:35]=1[CH:36]=[CH:13][CH2:12][CH2:11][CH2:10][CH2:9][CH2:8][CH2:7][CH2:6][CH2:5][C:2]([OH:4])=[O:3] |f:0.1|. Procedure: By the similar procedure of compound B7, B2 (2.25 g, 4.38 mmol) and 2,4-dichlorobenzaldehyde (500 mg, 2.86 mmol) were used as starting materials to afford (10 E or 10Z))-11-(2,4-dichlorophenyl)undec-10-enoic acid (B9) (576 mg, 1.75 mmol, 61%). Then this compound (210 mg, 0.638 mmol) was dissolved in ethyl acetate (10 mL) and Pd/BaSO4 (21 mg) was then added. The mixture was stirred at room temperature under hydrogen for 12 h. The mixture was filtered through Celite pad and washed with ethyl aceta... Starting materials: ClC=1C=C(C=CC1F)C(CC(C(F)(F)F)=O)=O (1-(3-chloro-4-fluoro-phenyl)-4,4,4-trifluoro-butane-1,3-dione), 3-chloro-4-fluoro-acetophenone, NC1=NNC=C1C1=CC(=NC(=C1)C)C (3-amino-4-(2,6-dimethyl-4-pyridinyl)-pyrazole). The product is ClC=1C=C(C=CC1F)C1=NC=2N(C(=C1)C(F)(F)F)N=CC2C2=CC(=NC(=C2)C)C (5-(3-Chloro-4-fluoro-phenyl)-3-(2,6-dimethyl-pyridin-4-yl)-7-trifluoromethyl-pyrazolo[1,5-a]pyrimidine). Isolated yield 46.1%. As a reaction SMILES: [Cl:1][C:2]1[CH:3]=[C:4]([C:9](=O)[CH2:10][C:11](=O)[C:12]([F:15])([F:14])[F:13])[CH:5]=[CH:6][C:7]=1[F:8].[NH2:18][C:19]1[C:23]([C:24]2[CH:29]=[C:28]([CH3:30])[N:27]=[C:26]([CH3:31])[CH:25]=2)=[CH:22][NH:21][N:20]=1>>[Cl:1][C:2]1[CH:3]=[C:4]([C:9]2[CH:10]=[C:11]([C:12]([F:15])([F:14])[F:13])[N:20]3[N:21]=[CH:22][C:23]([C:24]4[CH:29]=[C:28]([CH3:30])[N:27]=[C:26]([CH3:31])[CH:25]=4)=[C:19]3[N:18]=2)[CH:5]=[CH:6][C:7]=1[F:8]. Procedure details: Reaction of 1-(3-chloro-4-fluoro-phenyl)-4,4,4-trifluoro-butane-1,3-dione (134 mg, 0.5 mmol), prepared from commercially available 3-chloro-4-fluoro-acetophenone according to general procedure A, and 3-amino-4-(2,6-dimethyl-4-pyridinyl)-pyrazole [prepared from 4-cyanomethyl-2,6-dimethyl-pyridine, CAS No. 130138-46-4, see part synthesis of amino-pyrazole derivatives] (94 mg, 0.5 mmol) according to general procedure B yielded the title compound as a yellow solid (97 mg, 46%). MS (ISP) 421.1 [(M+H)... Starting materials: CC(C)(C)OC(=O)N[C@@H](CC1=CC=CC=C1)C(=O)O (N-t-Boc-L-phenylalanine), C1NCC2=CC=CC=C12 (isoindoline). The product is C(C)(C)(C)OC(N[C@H](C(=O)N1CC2=CC=CC=C2C1)CC1=CC=CC=C1)=O ([(1S)-Benzyl-2-(1,3-dihydro-isoindol-2-yl)-2-oxo-ethyl]-carbamic acid tert-butyl ester). Reaction SMILES: [CH3:1][C:2]([O:5][C:6]([NH:8][C@H:9]([C:17]([OH:19])=O)[CH2:10][C:11]1[CH:16]=[CH:15][CH:14]=[CH:13][CH:12]=1)=[O:7])([CH3:4])[CH3:3].[CH2:20]1[C:28]2[C:23](=[CH:24][CH:25]=[CH:26][CH:27]=2)[CH2:22][NH:21]1>>[C:2]([O:5][C:6](=[O:7])[NH:8][C@@H:9]([CH2:10][C:11]1[CH:12]=[CH:13][CH:14]=[CH:15][CH:16]=1)[C:17]([N:21]1[CH2:22][C:23]2[C:28](=[CH:27][CH:26]=[CH:25][CH:24]=2)[CH2:20]1)=[O:19])([CH3:1])([CH3:3])[CH3:4]. Reported procedure: N-t-Boc-L-phenylalanine (1 mmol) and isoindoline (J. Org. Chem. 1988, 53, p5382, 70-80% purity, 1 mmol) were coupled according to Procedure A and the product purified by chromatography on silica gel eluted with 20% and 50% ethyl acetate-hexanes giving an amber oil (88 mg, 23%): TSPMS 367 (MH+, 100%).